This data is from the Open Reaction Database (ORD), a public repository of structured organic reaction records. The task is: describe an organic reaction: reactants, conditions, products, and yield Starting materials: O=C(n1ccnc1)n1ccnc1, ClCCl, Cc1ccccc1, O=C(O)c1cccc(OCc2csc(-c3ccccc3)n2)c1, Cc1ccc(S(N)(=O)=O)cc1. Product: Cc1ccc(S(=O)(=O)NC(=O)c2cccc(OCc3csc(-c4ccccc4)n3)c2)cc1. As a reaction SMILES: [C:23]([n:24]1[cH:25][cH:26][n:27][cH:28]1)([n:29]1[cH:30][cH:31][n:32][cH:33]1)=[O:34].[CH2:53]([Cl:54])[Cl:55].[CH3:46][c:47]1[cH:48][cH:49][cH:50][cH:51][cH:52]1.[c:1]1(-[c:7]2[s:8][cH:9][c:10]([CH2:12][O:13][c:14]3[cH:15][c:16]([C:17](=[O:18])[OH:19])[cH:20][cH:21][cH:22]3)[n:11]2)[cH:2][cH:3][cH:4][cH:5][cH:6]1.[c:35]1([CH3:45])[cH:36][cH:37][c:38]([S:41](=[O:42])(=[O:43])[NH2:44])[cH:39][cH:40]1>>[c:1]1(-[c:7]2[s:8][cH:9][c:10]([CH2:12][O:13][c:14]3[cH:15][c:16]([C:17](=[O:19])[NH:44][S:41]([c:38]4[cH:37][cH:36][c:35]([CH3:45])[cH:40][cH:39]4)(=[O:42])=[O:43])[cH:20][cH:21][cH:22]3)[n:11]2)[cH:2][cH:3][cH:4][cH:5][cH:6]1. The reactants are CC1=C(C=CC=C1)NC(CN1C[C@H](N([C@H](C1)C)S(=O)(=O)C1=CC(=CC=C1)[N+](=O)[O-])C)=O (cis-N-(2-Methylphenyl)-2-[4-(3-nitrobenzenesulphonyl)-3,5-dimethylpiperazin-1-yl]-acetamide), O.NN (hydrazine hydrate). The reagents and catalysts are [Pd] (palladium on charcoal). Run in C(C)O (ethanol). Reaction conditions: time 1 hour. The product is NC=1C=C(C=CC1)S(=O)(=O)N1[C@@H](CN(C[C@@H]1C)CC(=O)NC1=C(C=CC=C1)C)C (cis-2-[4-(3-Aminobenzenesulphonyl)-3,5-dimethylpiperazin-1-yl]-N-(2-methylphenyl)acetamide). As a reaction SMILES: [CH3:1][C:2]1[CH:7]=[CH:6][CH:5]=[CH:4][C:3]=1[NH:8][C:9](=[O:31])[CH2:10][N:11]1[CH2:16][C@H:15]([CH3:17])[N:14]([S:18]([C:21]2[CH:26]=[CH:25][CH:24]=[C:23]([N+:27]([O-])=O)[CH:22]=2)(=[O:20])=[O:19])[C@H:13]([CH3:30])[CH2:12]1.O.NN>C(O)C.[Pd]>[NH2:27][C:23]1[CH:22]=[C:21]([S:18]([N:14]2[C@@H:15]([CH3:17])[CH2:16][N:11]([CH2:10][C:9]([NH:8][C:3]3[CH:4]=[CH:5][CH:6]=[CH:7][C:2]=3[CH3:1])=[O:31])[CH2:12][C@H:13]2[CH3:30])(=[O:19])=[O:20])[CH:26]=[CH:25][CH:24]=1 |f:1.2|. Procedure: To a stirred solution of the product of Example 56 (3.0 g) in ethanol (1500 ml) was added 5% palladium on charcoal (1.5 g) followed by dropwise addition of hydrazine hydrate (20 ml). The mixture was stirred for 1 hour, filtered through ‘hyflo’ and the filtrate was evaporated to dryness. The solid residue was crystallised from ethanol to give the title compound as a white solid. Yield 1.6 g.